From a dataset of the Open Reaction Database (ORD), a public repository of structured organic reaction records. describe an organic reaction: reactants, conditions, products, and yield The reactants are CCCCc1nc(C)[nH]c(=O)c1Cc1ccc(-c2ccccc2C#N)cc1, CCCCP(CCCC)CCCC, Cc1ccc2sc(CO)cc2c1, CCOC(C)=O, O=C(N=NC(=O)N1CCCCC1)N1CCCCC1, C1CCOC1. The product is CCCCc1nc(C)n(Cc2cc3cc(C)ccc3s2)c(=O)c1Cc1ccc(-c2ccccc2C#N)cc1. As a reaction SMILES: [CH2:1]([CH2:2][CH2:3][CH3:4])[c:5]1[n:6][c:7]([CH3:27])[nH:8][c:9](=[O:26])[c:10]1[CH2:11][c:12]1[cH:13][cH:14][c:15](-[c:18]2[c:19]([C:24]#[N:25])[cH:20][cH:21][cH:22][cH:23]2)[cH:16][cH:17]1.[CH2:46]([P:47]([CH2:48][CH2:49][CH2:50][CH3:51])[CH2:52][CH2:53][CH2:54][CH3:55])[CH2:56][CH2:57][CH3:58].[CH3:59][c:60]1[cH:61][cH:62][c:63]2[c:64]([cH:65][c:66]([CH2:68][OH:69])[s:67]2)[cH:70]1.[CH3:71][CH2:72][O:73][C:74](=[O:75])[CH3:76].[N:28]([C:29]([N:30]1[CH2:31][CH2:32][CH2:33][CH2:34][CH2:35]1)=[O:36])=[N:37][C:38]([N:39]1[CH2:40][CH2:41][CH2:42][CH2:43][CH2:44]1)=[O:45].[O:77]1[CH2:78][CH2:79][CH2:80][CH2:81]1>>[CH2:1]([CH2:2][CH2:3][CH3:4])[c:5]1[n:6][c:7]([CH3:27])[n:8]([CH2:68][c:66]2[cH:65][c:64]3[c:63]([cH:62][cH:61][c:60]([CH3:59])[cH:70]3)[s:67]2)[c:9](=[O:26])[c:10]1[CH2:11][c:12]1[cH:13][cH:14][c:15](-[c:18]2[c:19]([C:24]#[N:25])[cH:20][cH:21][cH:22][cH:23]2)[cH:16][cH:17]1.